Task: describe an organic reaction: reactants, conditions, products, and yield. Dataset: the Open Reaction Database (ORD), a public repository of structured organic reaction records Reactants: OC1=C(C=C(C=C1C)C1=CC=C(C=C1)C(=O)OC)C (methyl 4′-hydroxy-3′,5′-dimethylbiphenyl-4-carboxylate), ClC1=NC(=C2N=CN(C2=N1)C)Cl (2,6-dichloro-9-methyl-9H-purine), C(=O)([O-])[O-].[K+].[K+] (K2CO3). The product is ClC1=NC(=C2N=CN(C2=N1)C)OC1=C(C=C(C=C1C)C1=CC=C(C=C1)C(=O)OC)C (Methyl 4′-(2-chloro-9-methyl-9H-purin-6-yloxy)-3′,5′-dimethylbiphenyl-4-carboxylate). As a reaction SMILES: [OH:1][C:2]1[C:7]([CH3:8])=[CH:6][C:5]([C:9]2[CH:14]=[CH:13][C:12]([C:15]([O:17][CH3:18])=[O:16])=[CH:11][CH:10]=2)=[CH:4][C:3]=1[CH3:19].[Cl:20][C:21]1[N:29]=[C:28]2[C:24]([N:25]=[CH:26][N:27]2[CH3:30])=[C:23](Cl)[N:22]=1.C([O-])([O-])=O.[K+].[K+]>COCCOC>[Cl:20][C:21]1[N:29]=[C:28]2[C:24]([N:25]=[CH:26][N:27]2[CH3:30])=[C:23]([O:1][C:2]2[C:3]([CH3:19])=[CH:4][C:5]([C:9]3[CH:14]=[CH:13][C:12]([C:15]([O:17][CH3:18])=[O:16])=[CH:11][CH:10]=3)=[CH:6][C:7]=2[CH3:8])[N:22]=1 |f:2.3.4|. The solvent is COCCOC (DME). Procedure: A solution of methyl 4′-hydroxy-3′,5′-dimethylbiphenyl-4-carboxylate (134 mg, 0.52 mmol), 2,6-dichloro-9-methyl-9H-purine (103 mg, 0.51 mmol), and K2CO3 (215 mg, 1.56 mmol) in DME (5 mL) was heated at 80° C. overnight. The desired product was precipitated with H2O and collected by filtration (186 mg). NMR (CDCl3): δ 8.12 (d, 2H), 8.01 (s, 1H), 7.70 (d, 2H), 7.40 (s, 2H), 3.97 (s, 3H), 3.93 (s, 3H), 2.24 (s, 6H). Starting materials: C(#N)C1=C(C=O)C=CC=C1 (2-cyanobenzaldehyde), NC=1C=C2[C@H]3[C@@H](N4C2=C(C1)CSCC4)CCN(C3)C(=O)OC(C)(C)C (tert-butyl (7bR,11aS)-6-amino-1,2,7b,10,11,11a-hexahydro-4H-pyrido[4,3-b][1,4]thiazepino[6,5,4-hi]indole-9(8H)-carboxylate). The product is C1CSCC=2C=C(C=C3[C@H]4[C@@H](N1C23)CCNC4)NCC4=C(C#N)C=CC=C4 (2-([(7bR,11aS)-1,2,7b,8,9,10,11,11a-octahydro-4H-pyrido[4,3-b][1,4]thiazepino[6,5,4-hi]indol-6-ylamino]methyl]benzonitrile). Reaction SMILES: [C:1]([C:3]1[CH:10]=[CH:9][CH:8]=[CH:7][C:4]=1[CH:5]=O)#[N:2].[NH2:11][C:12]1[CH:13]=[C:14]2[C:18]3=[C:19]([CH2:21][S:22][CH2:23][CH2:24][N:17]3[C@H:16]3[CH2:25][CH2:26][N:27](C(OC(C)(C)C)=O)[CH2:28][C@@H:15]23)[CH:20]=1>>[CH2:24]1[N:17]2[C:18]3[C:14]([C@@H:15]4[CH2:28][NH:27][CH2:26][CH2:25][C@@H:16]42)=[CH:13][C:12]([NH:11][CH2:5][C:4]2[CH:7]=[CH:8][CH:9]=[CH:10][C:3]=2[C:1]#[N:2])=[CH:20][C:19]=3[CH2:21][S:22][CH2:23]1. Procedure details: Using 2-cyanobenzaldehyde and following the procedures described in EXAMPLE 126, tert-butyl (7bR,11aS)-6-amino-1,2,7b,10,11,11a-hexahydro-4H-pyrido[4,3-b][1,4]thiazepino[6,5,4-hi]indole-9(8H)-carboxylate from EXAMPLE 33, Part B was converted into the title compound of EXAMPLE 162. 1H NMR (CDCl3) δ: 8.14 (d, 1H, J=7.7 Hz), 7.63-7.50 (m, 3H), 6.88-6.80 (m, 2H), 7.13 (s, 1H), 6.95 (s, 1H), 4.90 (broad s, 2H), 3.81 (ABq, 2H, JAB=15.7 Hz), 3.71-3.62 (m, 2H), 3.59-3.53 (m, 1H), 3.38-3.30 (m, 1H), 3.29... Reported procedure: Piperidin-4-ol (5 g, 49.4 mmol) is dissolved in 200 ml of ethanol and anhydrous sodium carbonate (21 g, 197.6 mmol) is added. 2-Bromo-ethanol (6.9 ml, 98.8 mmol) is added dropwise and the reaction mixture is refluxed for 16 hours. After evaporation under reduced pressure the mixture is stirred with 200 ml of DCM and filtered. The clear filtrate is evaporated under reduced pressure and dried at high vacuum. Reactants: C([O-])([O-])=O.[Na+].[Na+] (sodium carbonate), N1CCC(CC1)O (Piperidin-4-ol), BrCCO (2-Bromo-ethanol). Product: OCCN1CCC(CC1)O (1-(2-Hydroxy-ethyl)-piperidin-4-ol). Run in C(C)O (ethanol). Reaction SMILES: [NH:1]1[CH2:6][CH2:5][CH:4]([OH:7])[CH2:3][CH2:2]1.C(=O)([O-])[O-].[Na+].[Na+].Br[CH2:15][CH2:16][OH:17]>C(O)C>[OH:17][CH2:16][CH2:15][N:1]1[CH2:6][CH2:5][CH:4]([OH:7])[CH2:3][CH2:2]1 |f:1.2.3|. The reactants are COC1=NC(=NC(=C1)C)NC(=O)NS(=O)(=O)C1C(CCCC1)Cl (N-[(4-methoxy-6-methylpyrimidin-2-yl)aminocarbonyl]-2-chlorocyclohexylsulfonamide), [OH-].[Na+] (sodium hydroxide). Run in O (water), CO (methanol). The product is COC1=NC(=NC(=C1)C)NC(=O)NS(=O)(=O)C1=CCCCC1 (N-[(4-methoxy-6-methylpyrimidin-2-yl)aminocarbonyl]-1-cyclohexenylsulfonamide). Isolated yield 52.7%. RXN SMILES: [CH3:1][O:2][C:3]1[CH:8]=[C:7]([CH3:9])[N:6]=[C:5]([NH:10][C:11]([NH:13][S:14]([CH:17]2[CH2:22][CH2:21][CH2:20][CH2:19][CH:18]2Cl)(=[O:16])=[O:15])=[O:12])[N:4]=1.[OH-].[Na+]>CO.O>[CH3:1][O:2][C:3]1[CH:8]=[C:7]([CH3:9])[N:6]=[C:5]([NH:10][C:11]([NH:13][S:14]([C:17]2[CH2:22][CH2:21][CH2:20][CH2:19][CH:18]=2)(=[O:16])=[O:15])=[O:12])[N:4]=1 |f:1.2|. Procedure details: 36.2 g (0.1 mole) of N-[(4-methoxy-6-methylpyrimidin-2-yl)aminocarbonyl]-2-chlorocyclohex-1-ylsulfonamide (see Example 1) were suspended in 300 ml of methanol and 8 g (0.2 mole) of sodium hydroxide dissolved in 40 ml of water were added at room temperature. The reaction mixture was then stirred under reflux for 8 hours, evaporated in vacuo and taken up in 250 ml of water. After filtration and acidification with 2N HCl to pH 5, extraction was carried out with ethyl acetate and then the extracts w... Reactants: CC(C)OC=1C=C(OC[C@H]2[C@@](CC[C@H]3C(CCC[C@]23C)(C)C)(O)C)C=C(C1)OC(C)C ((1S,2R,4aS,8aS)-1-[3,5-bis(propan-2-yloxy)phenoxymethyl]-2,5,5,8a-tetramethyl-decahydronaphthalen-2-ol), C(Cl)Cl (CH2Cl2), Cl[Sn](Cl)(Cl)Cl (SnCl4), C(Cl)Cl (CH2Cl2). Run at temperature -78 celsius. The product is C[C@@]12C3=C(C=C(C=C3OC[C@@H]2[C@]2(CCCC([C@@H]2CC1)(C)C)C)OC(C)C)OC(C)C ((1R,10R,11S,16S)-1,11,15,15-tetramethyl-3,5-bis(propan-2-yloxy)-8-oxatetracyclo[8.8.0.02,7.011,16]octadeca-2,4,6-triene). Isolated yield 23.0%. Reaction SMILES: [CH3:1][CH:2]([O:4][C:5]1[CH:6]=[C:7]([CH:25]=[C:26]([O:28][CH:29]([CH3:31])[CH3:30])[CH:27]=1)[O:8][CH2:9][C@@H:10]1[C@:19]2([CH3:20])[C@H:14]([C:15]([CH3:22])(C)[CH2:16][CH2:17][CH2:18]2)[CH2:13][CH2:12][C@@:11]1([CH3:24])O)[CH3:3].Cl[Sn](Cl)(Cl)Cl.[CH2:37](Cl)Cl>>[CH3:24][C@@:11]12[CH2:12][CH2:13][C@@H:14]3[C@:15]([CH3:22])([CH2:16][CH2:17][CH2:18][C:19]3([CH3:20])[CH3:37])[C@H:10]1[CH2:9][O:8][C:7]1[C:25]2=[C:26]([O:28][CH:29]([CH3:30])[CH3:31])[CH:27]=[C:5]([O:4][CH:2]([CH3:3])[CH3:1])[CH:6]=1. Reported procedure: To a solution of (1S,2R,4aS,8aS)-1-[3,5-bis(propan-2-yloxy)phenoxy-methyl]-2,5,5,8a-tetramethyl-decahydronaphthalen-2-ol (48) (0.90 g, 2.1 mmol) in CH2Cl2 (20 mL), cooled to −78° C., a solution of SnCl4 (0.97 mL, 8.3 mmol) in CH2Cl2 (10 mL) was added dropwise. The temperature was maintained at −78° C. for 4 h, after which the reaction mixture was allowed to warm to room temperature overnight. The reaction was quenched with water (50 mL). The organic layer was separated, dried (Na2SO4) and concen... The reactants are Cl.Cl.[N+](=O)([O-])C1=CC=C(OCC(CN2CCN(CC2)C2=NC=CC=N2)O)C=C1 (α-[(4-Nitrophenoxy)methyl]-4-(2-pyrimidinyl)-1-piperazineethanol dihydrochloride). The reagents and catalysts are [Pd] (Pd/C). Run in C(C)(=O)OCC (ethyl acetate). Conditions: time 5 hour. Product: NC1=CC=C(OCC(CN2CCN(CC2)C2=NC=CC=N2)O)C=C1 (α-[(4-Aminophenoxy)methyl]-4-(2-pyrimidinyl)-1-piperazineethanol). Yield: 99.0%. As a reaction SMILES: Cl.Cl.[N+:3]([C:6]1[CH:28]=[CH:27][C:9]([O:10][CH2:11][CH:12]([OH:26])[CH2:13][N:14]2[CH2:19][CH2:18][N:17]([C:20]3[N:25]=[CH:24][CH:23]=[CH:22][N:21]=3)[CH2:16][CH2:15]2)=[CH:8][CH:7]=1)([O-])=O>C(OCC)(=O)C.[Pd]>[NH2:3][C:6]1[CH:7]=[CH:8][C:9]([O:10][CH2:11][CH:12]([OH:26])[CH2:13][N:14]2[CH2:19][CH2:18][N:17]([C:20]3[N:21]=[CH:22][CH:23]=[CH:24][N:25]=3)[CH2:16][CH2:15]2)=[CH:27][CH:28]=1 |f:0.1.2|. Procedure: α-[(4-Nitrophenoxy)methyl]-4-(2-pyrimidinyl)-1-piperazineethanol dihydrochloride (1.32 g, 3.68 mmol) was hydrogenated in a Parr reactor using 5% Pd/C (0.198 g, 15% by wt) in ethyl acetate (40 mL). After 5 hours, the mixture was filtered through solka floc and the filtrate was concentrated to afford 1.2 g (100%) of product as a pale oil of sufficient purity for use in the next step. The reactants are FC(S(=O)(=O)OC=1CCN(CC1)C(=O)OC(C)(C)C)(F)F (1-(tert-butoxycarbonyl)-1,2,3,6-tetrahydropyridin-4-yl trifluoromethanesulfonate), Compound 1061, crude mixture, CC=1C=C(SC1)B(O)O (4-methylthiophene-2-boronic acid), C([O-])(O)=O.[Na+] (sodium bicarbonate). The reagents and catalysts are Cl[Pd]Cl.C1(=CC=CC=C1)P(C1=CC=CC=C1)[C-]1C=CC=C1.[CH-]1C=CC=C1.[Fe+2].C1(=CC=CC=C1)P(C1=CC=CC=C1)[C-]1C=CC=C1.[CH-]1C=CC=C1.[Fe+2].C1(=CC=CC=C1)P(C1=CC=CC=C1)[C-]1C=CC=C1.[CH-]1C=CC=C1.[Fe+2] (tris(diphenylphosphinoferrocene) dichloropalladium). The solvent is C(C)(=O)OCC (ethyl acetate), CN(C)C=O (DMF). Reaction conditions: temperature 120 celsius, time 10 minute. The product is CC=1C=C(SC1)C1CCN(CC1)C(=O)OC(C)(C)C (tert-butyl 4-(4-methylthiophen-2-yl)piperidine-1-carboxylate). RXN SMILES: FC(F)(F)S(O[C:7]1[CH2:8][CH2:9][N:10]([C:13]([O:15][C:16]([CH3:19])([CH3:18])[CH3:17])=[O:14])[CH2:11][CH:12]=1)(=O)=O.[CH3:22][C:23]1[CH:24]=[C:25](B(O)O)[S:26][CH:27]=1.C(=O)(O)[O-].[Na+]>CN(C=O)C.C(OCC)(=O)C.Cl[Pd]Cl.C1(P([C-]2C=CC=C2)C2C=CC=CC=2)C=CC=CC=1.[CH-]1C=CC=C1.[Fe+2].C1(P([C-]2C=CC=C2)C2C=CC=CC=2)C=CC=CC=1.[CH-]1C=CC=C1.[Fe+2].C1(P([C-]2C=CC=C2)C2C=CC=CC=2)C=CC=CC=1.[CH-]1C=CC=C1.[Fe+2]>[CH3:22][C:23]1[CH:24]=[C:25]([CH:7]2[CH2:12][CH2:11][N:10]([C:13]([O:15][C:16]([CH3:17])([CH3:18])[CH3:19])=[O:14])[CH2:9][CH2:8]2)[S:26][CH:27]=1 |f:2.3,6.7.8.9.10.11.12.13.14.15|. Procedure details: A solution of 1-(tert-butoxycarbonyl)-1,2,3,6-tetrahydropyridin-4-yl trifluoromethanesulfonate (Compound 1061, 2.65 g, 8 mmol, prepared according to the procedure described in Organic Letters, 3(15), pp. 2317-2320, 2001), 4-methylthiophene-2-boronic acid (1.14 g, 8 mmol), and sodium bicarbonate (1.01 g in 10 mL water, 12 mmol) in DMF (30 mL) was degassed with a nitrogen stream for 20 minutes. To the mixture was added tris(diphenylphosphinoferrocene) dichloropalladium (584 mg, 0.8 mmol) and the r... Reactants: CCCP(=O)(O)O, Cn1ncc(C(=O)O)c1C(=O)Nc1ccn2nc(-c3ccccc3)nc2c1, COCCCN, C1CCOC1. Yields the product COCCCNC(=O)c1cnn(C)c1C(=O)Nc1ccn2nc(-c3ccccc3)nc2c1. As a reaction SMILES: [CH2:34]([P:35]([OH:36])([OH:37])=[O:38])[CH2:39][CH3:40].[CH3:1][n:2]1[n:3][cH:4][c:5]([C:25](=[O:26])[OH:27])[c:6]1[C:7]([NH:8][c:9]1[cH:10][c:11]2[n:12]([cH:13][cH:14]1)[n:15][c:16](-[c:18]1[cH:19][cH:20][cH:21][cH:22][cH:23]1)[n:17]2)=[O:24].[CH3:28][O:29][CH2:30][CH2:31][CH2:32][NH2:33].[O:41]1[CH2:42][CH2:43][CH2:44][CH2:45]1>>[CH3:1][n:2]1[n:3][cH:4][c:5]([C:25](=[O:26])[NH:33][CH2:32][CH2:31][CH2:30][O:29][CH3:28])[c:6]1[C:7]([NH:8][c:9]1[cH:10][c:11]2[n:12]([cH:13][cH:14]1)[n:15][c:16](-[c:18]1[cH:19][cH:20][cH:21][cH:22][cH:23]1)[n:17]2)=[O:24].